From a dataset of the Open Reaction Database (ORD), a public repository of structured organic reaction records. describe an organic reaction: reactants, conditions, products, and yield Reactants: C(C)[Mg]Br (ethylmagnesium bromide), IC=1N=CN(C1)C(C1=CC=CC=C1)(C1=CC=CC=C1)C1=CC=CC=C1 (4-iodo-1-trityl-1H-imidazole), [N+](=O)([O-])C=1C=C(C=CC1)CC=O ((3-Nitrophenyl)acetaldehyde). The solvent is ClCCl (dichloromethane), ClCCl (dichloromethane). Conditions: time 1 hour. Product: [N+](=O)([O-])C=1C=C(C=CC1)CC(O)C=1N=CN(C1)C(C1=CC=CC=C1)(C1=CC=CC=C1)C1=CC=CC=C1 (2-(3-Nitrophenyl)-1-(1-trityl-1H-imidazol-4-yl)-ethanol). As a reaction SMILES: C([Mg]Br)C.I[C:6]1[N:7]=[CH:8][N:9]([C:11]([C:24]2[CH:29]=[CH:28][CH:27]=[CH:26][CH:25]=2)([C:18]2[CH:23]=[CH:22][CH:21]=[CH:20][CH:19]=2)[C:12]2[CH:17]=[CH:16][CH:15]=[CH:14][CH:13]=2)[CH:10]=1.[N+:30]([C:33]1[CH:34]=[C:35]([CH2:39][CH:40]=[O:41])[CH:36]=[CH:37][CH:38]=1)([O-:32])=[O:31]>ClCCl>[N+:30]([C:33]1[CH:34]=[C:35]([CH2:39][CH:40]([C:6]2[N:7]=[CH:8][N:9]([C:11]([C:12]3[CH:13]=[CH:14][CH:15]=[CH:16][CH:17]=3)([C:18]3[CH:23]=[CH:22][CH:21]=[CH:20][CH:19]=3)[C:24]3[CH:25]=[CH:26][CH:27]=[CH:28][CH:29]=3)[CH:10]=2)[OH:41])[CH:36]=[CH:37][CH:38]=1)([O-:32])=[O:31]. Reported procedure: At ambient temperature, 4.2 ml of 3M ethylmagnesium bromide are poured into 5.48 g of 4-iodo-1-trityl-1H-imidazole dissolved in 30 ml of dichloromethane. After 1 hour, 1 g of the product obtained in Step 1 is dissolved in 20 ml of dichloromethane. After hydrolysis with a saturated solution of ammonium chloride, extraction with dichloromethane, and then washing the organic phase with water, the solvent is evaporated off and the residue is purified by chromatography on silica gel, using as eluant ... Procedure details: In 10 ml of benzene, were dissolved 683 mg of methyl hydroxymethoxyacetate and 1.00 g of (S)-2-(anilinomethyl)pyrrolidine. The resulting solution was refluxed for 30 minutes while removing the water by azeotropic distillation. On removing the solvent by distillation in vacuo, there were obtained 1.38 g of 2-carbomethoxy-3-phenyl-1,3-diazabicyclo[3,3,0]octane, a derivative of glyoxylic acid. NMR peaks: δ(ppm)=1.5-2.3 (4H, multiplet), 2.3-4.1 (5H, multiplet), 3.5 (3H, singlet), 4.6 (1H, singlet), ... Run in C1=CC=CC=C1 (benzene). The reactants are OCOCC(=O)OC (methyl hydroxymethoxyacetate), N(C1=CC=CC=C1)C[C@H]1NCCC1 ((S)-2-(anilinomethyl)pyrrolidine). Isolated yield 98.8%. As a reaction SMILES: OCO[CH2:4][C:5]([O:7][CH3:8])=[O:6].[NH:9]([CH2:16][C@@H:17]1[CH2:21][CH2:20][CH2:19][NH:18]1)[C:10]1[CH:15]=[CH:14][CH:13]=[CH:12][CH:11]=1>C1C=CC=CC=1>[C:5]([CH:4]1[N:9]([C:10]2[CH:15]=[CH:14][CH:13]=[CH:12][CH:11]=2)[CH2:16][CH:17]2[N:18]1[CH2:19][CH2:20][CH2:21]2)([O:7][CH3:8])=[O:6]. Product: C(=O)(OC)C1N2CCCC2CN1C1=CC=CC=C1 (2-carbomethoxy-3-phenyl-1,3-diazabicyclo[3,3,0]octane). Reactants: C1(CC1)C1=NOC(=N1)C1CN(CC(C1)C1=CC=C(C=C1)C(C)(F)F)C(=O)N1CCSCC1 ({3-(3-Cyclopropyl-1,2,4-oxadiazol-5-yl)-5-[4-(1,1-difluoroethyl)phenyl]piperidin-1-yl}-(thiomorpholin-4-yl)methanone), ClC1=CC(=CC=C1)C(=O)OO (meta-chloroperbenzoic acid). Product: C1(CC1)C1=NOC(=N1)C1CN(CC(C1)C1=CC=C(C=C1)C(C)(F)F)C(=O)N1CCS(CC1)=O ({3-(3-Cyclopropyl-1,2,4-oxadiazol-5-yl)-5-[4-(1,1-difluoroethyl)phenyl]piperidin-1-yl}-(1-oxidothiomorpholin-4-yl)methanone). As a reaction SMILES: [CH:1]1([C:4]2[N:8]=[C:7]([CH:9]3[CH2:14][CH:13]([C:15]4[CH:20]=[CH:19][C:18]([C:21]([F:24])([F:23])[CH3:22])=[CH:17][CH:16]=4)[CH2:12][N:11]([C:25]([N:27]4[CH2:32][CH2:31][S:30][CH2:29][CH2:28]4)=[O:26])[CH2:10]3)[O:6][N:5]=2)[CH2:3][CH2:2]1.ClC1C=CC=C(C(OO)=[O:41])C=1>>[CH:1]1([C:4]2[N:8]=[C:7]([CH:9]3[CH2:14][CH:13]([C:15]4[CH:16]=[CH:17][C:18]([C:21]([F:24])([F:23])[CH3:22])=[CH:19][CH:20]=4)[CH2:12][N:11]([C:25]([N:27]4[CH2:28][CH2:29][S:30](=[O:41])[CH2:31][CH2:32]4)=[O:26])[CH2:10]3)[O:6][N:5]=2)[CH2:2][CH2:3]1. Procedure: 34.1 mg (0.074 mmol) of the compound from Example 54A were reacted according to General Method 1 with 22.9 mg (0.066 mmol) of meta-chloroperbenzoic acid. Yield: 39.7 mg (100% of theory). Starting materials: O=C([O-])[O-], FC(F)Cl, [K+], [K+], CN(C)C=O, O=C1CC2(CCC2)Oc2c(O)cccc21. Reaction SMILES: [C:20](=[O:21])([O-:22])[O-:23].[Cl:16][CH:17]([F:18])[F:19].[K+:24].[K+:25].[O:26]=[CH:27][N:28]([CH3:29])[CH3:30].[OH:1][c:2]1[cH:3][cH:4][cH:5][c:6]2[c:11]1[O:10][C:9]1([CH2:8][C:7]2=[O:15])[CH2:12][CH2:13][CH2:14]1>>[O:1]([c:2]1[cH:3][cH:4][cH:5][c:6]2[c:11]1[O:10][C:9]1([CH2:8][C:7]2=[O:15])[CH2:12][CH2:13][CH2:14]1)[CH:17]([F:18])[F:19]. Yields the product O=C1CC2(CCC2)Oc2c(OC(F)F)cccc21. Starting materials: CC1([C@@]2(C(CC1CC2)=O)CS(=O)(=O)O)C.COC2=CC=C(C=C2)N2CCN(CC2)C2=CC=C(C=C2)N2C(N(N=C2)[C@H](CC)C)=O ((+)-(S)-2,4-dihydro-4-[4-[4-(4-methoxyphenyl)-1-piperazinyl]phenyl]-2-(1-methylpropyl)-3H-1,2,4-triazol-3-one (S)-7,7-dimethyl-2-oxobicyclo[2.2.1]heptane-1-methanesulfonate), CC1([C@@]2(C(CC1CC2)=O)CS(=O)(=O)O)C.COC2=CC=C(C=C2)N2CCN(CC2)C2=CC=C(C=C2)N2C(N(N=C2)[C@H](CC)C)=O ((+)-(S)-2,4-dihydro-4-[4-[4-(4-methoxyphenyl)-1-piperazinyl]phenyl]-2-(1-methylpropyl)-3H-1,2,4-triazol-3-one (S)-7,7-dimethyl-2-oxobicyclo[2.2.1]heptane-1-methanesulfonate), S(=O)([O-])[O-].[Na+].[Na+] (sodium sulfite), Br (hydrobromic acid), C([O-])([O-])=O.[K+].[K+] (potassium carbonate). The solvent is ClCCl (dichloromethane), C(CCC)O (1-butanol), O (water), O (water). Conditions: time 5 hour. Product: OC1=CC=C(C=C1)N1CCN(CC1)C1=CC=C(C=C1)N1C(N(N=C1)[C@H](CC)C)=O ((+)-(S)-2,4-dihydro-4-[4-[4-(4-hydroxyphenyl)-1-piperazinyl]phenyl]-2-(1-methylpropyl)-3H-1,2,4-triazol-3-one). The yield is 57.5%. Reaction SMILES: CC1(C)C2CC[C@@]1(CS(O)(=O)=O)C(=O)C2.C[O:17][C:18]1[CH:23]=[CH:22][C:21]([N:24]2[CH2:29][CH2:28][N:27]([C:30]3[CH:35]=[CH:34][C:33]([N:36]4[CH:40]=[N:39][N:38]([C@@H:41]([CH3:44])[CH2:42][CH3:43])[C:37]4=[O:45])=[CH:32][CH:31]=3)[CH2:26][CH2:25]2)=[CH:20][CH:19]=1.S([O-])([O-])=O.[Na+].[Na+].Br.C(=O)([O-])[O-].[K+].[K+]>O.ClCCl.C(O)CCC>[OH:17][C:18]1[CH:23]=[CH:22][C:21]([N:24]2[CH2:25][CH2:26][N:27]([C:30]3[CH:31]=[CH:32][C:33]([N:36]4[CH:40]=[N:39][N:38]([C@@H:41]([CH3:44])[CH2:42][CH3:43])[C:37]4=[O:45])=[CH:34][CH:35]=3)[CH2:28][CH2:29]2)=[CH:20][CH:19]=1 |f:0.1,2.3.4,6.7.8|. Reported procedure: A mixture of 29.4 g of (+)-(S)-2,4-dihydro-4-[4-[4-(4-methoxyphenyl)-1-piperazinyl]phenyl]-2-(1-methylpropyl)-3H-1,2,4-triazol-3-one (S)-7,7-dimethyl-2-oxobicyclo[2.2.1]heptane-1-methanesulfonate (1:2) (intermediate (5)), 2.0 g of sodium sulfite and 151 ml of a hydrobromic acid solution 48% in water was stirred for 5 hours at reflux temperature. The reaction mixture was cooled to room temperature and water was added. The whole was neutralized with potassium carbonate to pH 7 while stirring in a ... The reactants are C(C)N(C1=CC(=C(C=O)C=C1)O)CC (4-Diethylamino-2-hydroxybenzaldehyde), C(C)(C)N(C(C)C)CC (N,N-diisopropylethylamine), COCCl (chloromethyl methyl ether), C(C)(C)N(C(C)C)CC (N,N-diisopropylethylamine), COCCl (chloromethyl methyl ether). The reagents and catalysts are CN(C1=CC=NC=C1)C (4-dimethylaminopyridine), CN(C1=CC=NC=C1)C (4-dimethylaminopyridine). Run in C(C)(=O)OCC (ethyl acetate), Cl (HCl), ClCCl (dichloromethane). Run at time 8 hour. Product: C(C)N(C1=CC(=C(C=O)C=C1)OCOC)CC (4-diethylamino-2-(methoxymethoxy)benzaldehyde). Isolated yield 88.3%. Reaction SMILES: [CH2:1]([N:3]([CH2:13][CH3:14])[C:4]1[CH:11]=[CH:10][C:7]([CH:8]=[O:9])=[C:6]([OH:12])[CH:5]=1)[CH3:2].C(N(CC)C(C)C)(C)C.[CH3:24][O:25][CH2:26]Cl>ClCCl.CN(C)C1C=CN=CC=1.C(OCC)(=O)C.Cl>[CH2:13]([N:3]([CH2:1][CH3:2])[C:4]1[CH:11]=[CH:10][C:7]([CH:8]=[O:9])=[C:6]([O:12][CH2:24][O:25][CH3:26])[CH:5]=1)[CH3:14]. Procedure: 4-Diethylamino-2-hydroxybenzaldehyde (300 mg, 1.55 mmol) was placed in a 20 mL reaction vessel, and dissolved in 4.7 mL of dry dichloromethane. To the solution were added N,N-diisopropylethylamine (0.40 mL, 2.3 mmol), 4-dimethylaminopyridine (13 mg, 0.11 mmol), and chloromethyl methyl ether (147 μL, 1.94 mmol). After the reaction mixture was stirred at room temperature overnight, N,N-diisopropylethylamine (0.40 mL, 2.3 mmol), 4-dimethylaminopyridine (13 mg, 0.11 mmol), and chloromethyl methyl et...